This data is from the Open Reaction Database (ORD), a public repository of structured organic reaction records. The task is: describe an organic reaction: reactants, conditions, products, and yield The reactants are CCOC(=O)CNc1cc(OC)ccc1C1CCc2cc(OC(=O)C(C)(C)C)ccc2C1, O=C(Cc1ccc(C(=O)O)cc1)OCc1ccccc1, COc1ccc(C2CCc3cc(OC(=O)C(C)(C)C)ccc3C2)c(NCC(=O)OCCC(=O)c2ccc(CC(=O)OCc3ccccc3)cc2)c1. Product: COc1ccc(C2CCc3cc(OC(=O)C(C)(C)C)ccc3C2)c(NCC(=O)OCCC(=O)c2ccc(CC(=O)O)cc2)c1. As a reaction SMILES: [CH2:1]([O:2][C:3]([CH2:4][NH:5][c:6]1[cH:7][c:8]([O:9][CH3:10])[cH:11][cH:12][c:13]1[CH:14]1[CH2:15][CH2:16][c:17]2[cH:18][c:19]([O:20][C:21](=[O:22])[C:23]([CH3:24])([CH3:25])[CH3:26])[cH:27][cH:28][c:29]2[CH2:30]1)=[O:31])[CH3:32].[CH2:33]([O:34][C:35]([CH2:36][c:37]1[cH:38][cH:39][c:40]([C:41]([OH:42])=[O:43])[cH:44][cH:45]1)=[O:46])[c:47]1[cH:48][cH:49][cH:50][cH:51][cH:52]1.[CH2:53]([c:54]1[cH:55][cH:56][cH:57][cH:58][cH:59]1)[O:60][C:61](=[O:62])[CH2:63][c:64]1[cH:65][cH:66][c:67]([C:68](=[O:69])[CH2:70][CH2:71][O:72][C:73](=[O:74])[CH2:75][NH:76][c:77]2[c:78]([CH:85]3[CH2:86][c:87]4[cH:88][cH:89][c:90]([O:95][C:96]([C:97]([CH3:98])([CH3:99])[CH3:100])=[O:101])[cH:91][c:92]4[CH2:93][CH2:94]3)[cH:79][cH:80][c:81]([O:83][CH3:84])[cH:82]2)[cH:102][cH:103]1>>[O:60]=[C:61]([OH:62])[CH2:63][c:64]1[cH:65][cH:66][c:67]([C:68](=[O:69])[CH2:70][CH2:71][O:72][C:73](=[O:74])[CH2:75][NH:76][c:77]2[c:78]([CH:85]3[CH2:86][c:87]4[cH:88][cH:89][c:90]([O:95][C:96]([C:97]([CH3:98])([CH3:99])[CH3:100])=[O:101])[cH:91][c:92]4[CH2:93][CH2:94]3)[cH:79][cH:80][c:81]([O:83][CH3:84])[cH:82]2)[cH:102][cH:103]1. Starting materials: [OH-].[Na+] (sodium hydroxide), Cl.ClCC1=NC=CC(=N1)N1CCOCC1 (2-chloromethyl-4-morpholinopyrimidine hydrochloride), SC=1NC2=C(N1)C=CC(=C2)OC (2-mercapto-5-methoxybenzimidazole). Reaction conditions: time 1.5 hour. Product: COC1=CC2=C(NC(=N2)SCC2=NC=CC(=N2)N2CCOCC2)C=C1 (5-methoxy-2-(4-morpholino-2-pyrimidinylmethylthio)-(1H)-benzimidazole). Isolated yield 78.4%. As a reaction SMILES: [OH-].[Na+].Cl.Cl[CH2:5][C:6]1[N:11]=[C:10]([N:12]2[CH2:17][CH2:16][O:15][CH2:14][CH2:13]2)[CH:9]=[CH:8][N:7]=1.[SH:18][C:19]1[NH:20][C:21]2[CH:27]=[C:26]([O:28][CH3:29])[CH:25]=[CH:24][C:22]=2[N:23]=1>>[CH3:29][O:28][C:26]1[CH:25]=[CH:24][C:22]2[NH:23][C:19]([S:18][CH2:5][C:6]3[N:11]=[C:10]([N:12]4[CH2:17][CH2:16][O:15][CH2:14][CH2:13]4)[CH:9]=[CH:8][N:7]=3)=[N:20][C:21]=2[CH:27]=1 |f:0.1,2.3|. Reported procedure: 5N sodium hydroxide (6.42 ml) was added dropwise to a stirred mixture of 2-chloromethyl-4-morpholinopyrimidine hydrochloride (3.65 g) and 2-mercapto-5-methoxybenzimidazole (2.63 g). Stirring was continued for 1.5 hours and the mixture was allowed to stand for a further 16 hours. After stripping, the solid residue was washed with water and recrystallised from acetonitrile to give 5-methoxy-2-(4-morpholino-2-pyrimidinylmethylthio)-(1H)-benzimidazole (4.09 g), m.p. 188°-92°.